Dataset: the Open Reaction Database (ORD), a public repository of structured organic reaction records. Task: describe an organic reaction: reactants, conditions, products, and yield Reactants: CCOC(C)=O, CS(C)=O, CC(O)c1c(-c2ccc(NC(=O)Nc3cc(C(F)(F)F)ccn3)cc2)c2c(N)ncnn2c1CN1CCOCC1, [Na+], O=C([O-])O, O. Yields the product CC(=O)c1c(-c2ccc(NC(=O)Nc3cc(C(F)(F)F)ccn3)cc2)c2c(N)ncnn2c1CN1CCOCC1. RXN SMILES: [CH3:46][CH2:47][O:48][C:49]([CH3:50])=[O:51].[CH3:53][S:54]([CH3:55])=[O:56].[NH2:1][c:2]1[n:3][cH:4][n:5][n:6]2[c:7]1[c:8](-[c:21]1[cH:22][cH:23][c:24]([NH:27][C:28](=[O:29])[NH:30][c:31]3[n:32][cH:33][cH:34][c:35]([C:37]([F:38])([F:39])[F:40])[cH:36]3)[cH:25][cH:26]1)[c:9]([CH:18]([CH3:19])[OH:20])[c:10]2[CH2:11][N:12]1[CH2:13][CH2:14][O:15][CH2:16][CH2:17]1.[Na+:45].[O-:41][C:42]([OH:43])=[O:44].[OH2:52]>>[NH2:1][c:2]1[n:3][cH:4][n:5][n:6]2[c:7]1[c:8](-[c:21]1[cH:22][cH:23][c:24]([NH:27][C:28](=[O:29])[NH:30][c:31]3[n:32][cH:33][cH:34][c:35]([C:37]([F:38])([F:39])[F:40])[cH:36]3)[cH:25][cH:26]1)[c:9]([C:18]([CH3:19])=[O:20])[c:10]2[CH2:11][N:12]1[CH2:13][CH2:14][O:15][CH2:16][CH2:17]1. Reaction SMILES: [Br:1][C:2]1[CH:3]=[C:4]([CH:8]=[CH:9][N:10]=1)[C:5]([OH:7])=O.[CH:11]([C:14]1[CH:20]=[CH:19][C:17]([NH2:18])=[CH:16][CH:15]=1)([CH3:13])[CH3:12]>>[Br:1][C:2]1[CH:3]=[C:4]([CH:8]=[CH:9][N:10]=1)[C:5]([NH:18][C:17]1[CH:19]=[CH:20][C:14]([CH:11]([CH3:13])[CH3:12])=[CH:15][CH:16]=1)=[O:7]. Procedure: In a manner similar to that described in Preparation 17, 2-bromoisonicotinic acid and 4-isopropylaniline were converted to the title compound The reactants are BrC=1C=C(C(=O)O)C=CN1 (2-bromoisonicotinic acid), C(C)(C)C1=CC=C(N)C=C1 (4-isopropylaniline). Yields the product BrC=1C=C(C(=O)NC2=CC=C(C=C2)C(C)C)C=CN1 (2-Bromo-N-(4-isopropyl-phenyl)-isonicotinamide). The reactants are C(C)(=O)O[C@H]1[C@@H](O[C@@H]([C@H]([C@@H]1OC(C)=O)O[C@@H]1[C@H](OC(C)=O)[C@@H](OC(C)=O)[C@H](OC(C)=O)[C@H](O1)COC(C)=O)COC(C)=O)SC1=CC=C(C=C1)NC(=O)NC1=CC=C(C=C1)S[C@H]1[C@H](OC(C)=O)[C@@H](OC(C)=O)[C@H](O[C@@H]2[C@H](OC(C)=O)[C@@H](OC(C)=O)[C@H](OC(C)=O)[C@H](O2)COC(C)=O)[C@H](O1)COC(C)=O (N,N'-bis[4-[[2,3,6-tri-O-acetyl-4-O-(2,3,4,6-tetra-O-acetyl-α-D-glucopyranosyl)-β-D-glucopyranosyl]thio]phenyl]urea), N (ammonia). The solvent is CO (methanol). Reaction conditions: time 6 hour. Yields the product [C@H]1([C@H](O)[C@@H](O)[C@H](O)[C@H](O1)CO)O[C@H]1[C@@H]([C@H]([C@@H](O[C@@H]1CO)SC1=CC=C(C=C1)NC(=O)NC1=CC=C(C=C1)S[C@H]1[C@H](O)[C@@H](O)[C@H](O[C@@H]2[C@H](O)[C@@H](O)[C@H](O)[C@H](O2)CO)[C@H](O1)CO)O)O (N,N'-Bis[4-[[4-O-(α-D-glucopyranosyl)-β-D-glucopyranosyl]thio]phenyl]urea). Yield: 108.0%. As a reaction SMILES: C([O:4][C@@H:5]1[C@@H:10]([O:11]C(=O)C)[C@H:9]([O:15][C@H:16]2[O:33][C@H:32]([CH2:34][O:35]C(=O)C)[C@@H:27]([O:28]C(=O)C)[C@H:22]([O:23]C(=O)C)[C@H:17]2[O:18]C(=O)C)[C@@H:8]([CH2:39][O:40]C(=O)C)[O:7][C@H:6]1[S:44][C:45]1[CH:50]=[CH:49][C:48]([NH:51][C:52]([NH:54][C:55]2[CH:60]=[CH:59][C:58]([S:61][C@@H:62]3[O:99][C@H:98]([CH2:100][O:101]C(=O)C)[C@@H:73]([O:74][C@H:75]4[O:92][C@H:91]([CH2:93][O:94]C(=O)C)[C@@H:86]([O:87]C(=O)C)[C@H:81]([O:82]C(=O)C)[C@H:76]4[O:77]C(=O)C)[C@H:68]([O:69]C(=O)C)[C@H:63]3[O:64]C(=O)C)=[CH:57][CH:56]=2)=[O:53])=[CH:47][CH:46]=1)(=O)C.N>CO>[C@H:75]1([O:74][C@@H:73]2[C@@H:98]([CH2:100][OH:101])[O:99][C@@H:62]([S:61][C:58]3[CH:57]=[CH:56][C:55]([NH:54][C:52]([NH:51][C:48]4[CH:47]=[CH:46][C:45]([S:44][C@@H:6]5[O:7][C@H:8]([CH2:39][OH:40])[C@@H:9]([O:15][C@H:16]6[O:33][C@H:32]([CH2:34][OH:35])[C@@H:27]([OH:28])[C@H:22]([OH:23])[C@H:17]6[OH:18])[C@H:10]([OH:11])[C@H:5]5[OH:4])=[CH:50][CH:49]=4)=[O:53])=[CH:60][CH:59]=3)[C@H:63]([OH:64])[C@H:68]2[OH:69])[O:92][C@H:91]([CH2:93][OH:94])[C@@H:86]([OH:87])[C@H:81]([OH:82])[C@H:76]1[OH:77]. Reported procedure: A mixture of 17.3 g of N,N'-bis[4-[[2,3,6-tri-O-acetyl-4-O-(2,3,4,6-tetra-O-acetyl-α-D-glucopyranosyl)-β-D-glucopyranosyl]thio]phenyl]urea in 500 ml of methanol saturated with ammonia was stirred in an ice bath for 6 hours and then refrigerated overnight. The mixture was filtered through a sintered glass funnel and concentrated in vacuo to a foam. The foam was triturated with ethanol, filtered, washed with ethanol then ether and dried, giving 11.42 g of the desired intermediate. The reactants are C1(CCCC(=O)O1)=O (glutaric anhydride), N1(CCCC1)C(=O)CN1CCNCC1 (pyrrolidinocarbonylmethylpiperazine). Solvent: O1CCOCC1 (dioxane). Reaction conditions: time 4 hour. Product: O=C(CCCC(=O)O)N1CCN(CC1)CC(N1CCCC1)=O (5-oxo-5-[4-(2-oxo-2-pyrrolidin-1-yl ethyl)piperazin-1-yl]pentanoic acid). Isolated yield 81.3%. Reaction SMILES: [C:1]1(=[O:8])[O:7][C:5](=[O:6])[CH2:4][CH2:3][CH2:2]1.[N:9]1([C:14]([CH2:16][N:17]2[CH2:22][CH2:21][NH:20][CH2:19][CH2:18]2)=[O:15])[CH2:13][CH2:12][CH2:11][CH2:10]1>O1CCOCC1>[O:6]=[C:5]([N:20]1[CH2:19][CH2:18][N:17]([CH2:16][C:14](=[O:15])[N:9]2[CH2:10][CH2:11][CH2:12][CH2:13]2)[CH2:22][CH2:21]1)[CH2:4][CH2:3][CH2:2][C:1]([OH:7])=[O:8]. Reported procedure: 1.52 g of glutaric anhydride and then 2.62 g of pyrrolidinocarbonylmethylpiperazine are added to 10 cm3 of dry didoxane. After stirring for 4 hours, the precipitate formed is diluted with 10 cm3 of dioxane and then stirred for 1 hour. The insoluble matter is filtered on No. 4 sintered glass, rinsed several times with diethyl ether and then dried (90 Pa) at 20° C. to give 3.36 g of 5-oxo-5-[4-(2-oxo-2-pyrrolidin-1-yl ethyl)piperazin-1-yl]pentanoic acid in the form of a white solid. The reactants are C#CC(C)O, [Cl-], C#CCOc1cc(Cl)ncn1, [H-], [NH4+], [Na+], C1CCOC1. Product: C#CCOc1cc(OC(C)C#C)ncn1. Reaction SMILES: [CH3:3][CH:4]([C:5]#[CH:6])[OH:7].[Cl-:19].[Cl:8][c:9]1[n:10][cH:11][n:12][c:13]([O:15][CH2:16][C:17]#[CH:18])[cH:14]1.[H-:1].[NH4+:20].[Na+:2].[O:21]1[CH2:22][CH2:23][CH2:24][CH2:25]1>>[CH3:3][CH:4]([C:5]#[CH:6])[O:7][c:9]1[n:10][cH:11][n:12][c:13]([O:15][CH2:16][C:17]#[CH:18])[cH:14]1. The product is Nc1ncc(Br)cc1O. The reactants are [Cl-], Cl, [Cu], [K+], Nc1ncc(Br)cc1Br, [Na+], [OH-], O. As a reaction SMILES: [Cl-:14].[ClH:12].[Cu:15].[K+:11].[NH2:1][c:2]1[n:3][cH:4][c:5]([Br:9])[cH:6][c:7]1[Br:8].[Na+:13].[OH-:10].[OH2:16]>>[NH2:1][c:2]1[n:3][cH:4][c:5]([Br:9])[cH:6][c:7]1[OH:10]. The reactants are C(C)(=O)OCC (ethyl acetate), Cl.Cl.NC=1C=C(C=CC1)N1CCCCC1 (N-(3-aminophenyl)piperidine dihydrochloride), C(C)(=O)N1CCC(CC1)=O (1-acetyl-4-piperidone), C(#N)[BH3-].[Na+] (sodium cyano borohydride). Solvent: O (water), CO (methanol). Reaction conditions: time 5 hour. The product is Cl.Cl.C(C)(=O)N1CCC(CC1)NC1=CC(=CC=C1)N1CCCCC1 (1-Acetyl-4-[3-(piperidin-1-yl)phenylamino]-piperidine dihydrochloride). The yield is 132.1%. As a reaction SMILES: [ClH:1].Cl.[NH2:3][C:4]1[CH:5]=[C:6]([N:10]2[CH2:15][CH2:14][CH2:13][CH2:12][CH2:11]2)[CH:7]=[CH:8][CH:9]=1.[C:16]([N:19]1[CH2:24][CH2:23][C:22](=O)[CH2:21][CH2:20]1)(=[O:18])[CH3:17].C([BH3-])#N.[Na+].C(OCC)(=O)C>CO.O>[ClH:1].[ClH:1].[C:16]([N:19]1[CH2:24][CH2:23][CH:22]([NH:3][C:4]2[CH:9]=[CH:8][CH:7]=[C:6]([N:10]3[CH2:15][CH2:14][CH2:13][CH2:12][CH2:11]3)[CH:5]=2)[CH2:21][CH2:20]1)(=[O:18])[CH3:17] |f:0.1.2,4.5,9.10.11|. Procedure: To a solution of N-(3-aminophenyl)piperidine dihydrochloride (3.73 g) and 1-acetyl-4-piperidone (2.1 g) in methanol (30 ml) was added sodium cyano borohydride (1.9 g), followed by stirring at room temperature for 5 hours. To the mixture were added ethyl acetate ester (20 ml) and water (30 ml), the organic layer was dried over anhydrous sodium sulfate and then the solvent was distilled off. The residual oily compound was separated and purified by silica gel column chromatography (developing solve... The reactants are C1(=CC=C(C=C1)S(=O)(=O)Cl)C (p-toluenesulfonic acid chloride), NC1=CC=C(C=C1)C1=N[C@H]2CCN(C[C@H]2C2=C1C=C(C(=C2)OCC)OCC)C ((−)-cis-6-(4-Aminophenyl)-8,9-diethoxy-2-methyl-1,2,3,4,4a,10b-hexahydrobenzo-[c][1,6]naphthyridine). The solvent is ClCCl (dichloromethane), N1=CC=CC=C1 (pyridine). Reaction conditions: time 3 hour. The product is C(C)OC=1C(=CC2=C(C(=N[C@H]3CCN(C[C@@H]23)C)C2=CC=C(C=C2)NS(=O)(=O)C2=CC=C(C=C2)C)C1)OCC ((−)-cis-8,9-Diethoxy-2-methyl-6-[4-(p-toluenesulfonamido)-phenyl]-1,2,3,4,4a,10b-hexahydro-benzo[c][1,6]naphthyridine). The yield is 109.7%. As a reaction SMILES: [C:1]1([CH3:11])[CH:6]=[CH:5][C:4]([S:7](Cl)(=[O:9])=[O:8])=[CH:3][CH:2]=1.[NH2:12][C:13]1[CH:18]=[CH:17][C:16]([C:19]2[C:28]3[CH:29]=[C:30]([O:36][CH2:37][CH3:38])[C:31]([O:33][CH2:34][CH3:35])=[CH:32][C:27]=3[C@H:26]3[C@H:21]([CH2:22][CH2:23][N:24]([CH3:39])[CH2:25]3)[N:20]=2)=[CH:15][CH:14]=1>ClCCl.N1C=CC=CC=1>[CH2:37]([O:36][C:30]1[C:31]([O:33][CH2:34][CH3:35])=[CH:32][C:27]2[C@H:26]3[C@H:21]([CH2:22][CH2:23][N:24]([CH3:39])[CH2:25]3)[N:20]=[C:19]([C:16]3[CH:17]=[CH:18][C:13]([NH:12][S:7]([C:4]4[CH:5]=[CH:6][C:1]([CH3:11])=[CH:2][CH:3]=4)(=[O:9])=[O:8])=[CH:14][CH:15]=3)[C:28]=2[CH:29]=1)[CH3:38]. Procedure: A solution of 2.3 g p-toluenesulfonic acid chloride in 5 ml absolute dichloromethane is added dropwise to a solution of 3.5 g (−)-cis-6-(4-Aminophenyl)-8,9-diethoxy-2-methyl-1,2,3,4,4a,10b-hexahydrobenzo-[c][1,6]naphthyridine in 20 ml absolute pyridine, and the mixture is then stirred at room temperature for a further 3 h. After the evaporation of the solvents, the residue is extracted with dilute sodium hydroxide solution and dichloromethane. The organic phase is then washed with water, dried o...